The task is: describe an organic reaction: reactants, conditions, products, and yield. This data is from the Open Reaction Database (ORD), a public repository of structured organic reaction records. The reactants are CCOC(=O)c1c(C)ncn1CCCBr, C1CCOC1, CC(=O)N(c1ccc(Cl)cc1)C1CC(C)N(C(=O)c2ccc(O)cc2)c2ccccc21, [H-], [K+], [K+], [Na+], O=C([O-])[O-], CN(C)C=O, c1c[nH]cn1. Product: CCOC(=O)c1c(C)ncn1CCCOc1ccc(C(=O)N2c3ccccc3C(N(C(C)=O)c3ccc(Cl)cc3)CC2C)cc1. RXN SMILES: [CH2:38]([CH3:39])[O:40][C:41](=[O:42])[c:43]1[n:44]([CH2:49][CH2:50][CH2:51][Br:52])[cH:45][n:46][c:47]1[CH3:48].[CH2:65]1[O:66][CH2:67][CH2:68][CH2:69]1.[Cl:1][c:2]1[cH:3][cH:4][c:5]([N:8]([C:9]([CH3:10])=[O:11])[CH:12]2[CH2:13][CH:14]([CH3:31])[N:15]([C:22]([c:23]3[cH:24][cH:25][c:26]([OH:29])[cH:27][cH:28]3)=[O:30])[c:16]3[cH:17][cH:18][cH:19][cH:20][c:21]32)[cH:6][cH:7]1.[H-:59].[K+:32].[K+:33].[Na+:58].[O-:34][C:35]([O-:36])=[O:37].[O:60]=[CH:61][N:62]([CH3:63])[CH3:64].[nH:53]1[cH:54][cH:55][n:56][cH:57]1>>[Cl:1][c:2]1[cH:3][cH:4][c:5]([N:8]([C:9]([CH3:10])=[O:11])[CH:12]2[CH2:13][CH:14]([CH3:31])[N:15]([C:22]([c:23]3[cH:24][cH:25][c:26]([O:29][CH2:51][CH2:50][CH2:49][n:44]4[c:43]([C:41]([O:40][CH2:38][CH3:39])=[O:42])[c:47]([CH3:48])[n:46][cH:45]4)[cH:27][cH:28]3)=[O:30])[c:16]3[cH:17][cH:18][cH:19][cH:20][c:21]32)[cH:6][cH:7]1. The reactants are N1=C(C=CC=C1)COC1=NC=C(C(=N1)NCC1=CC(=C(C=C1)OC)Cl)C(=O)O (2-(2-pyridylmethoxy)-5-carboxy-4-(3-chloro-4-methoxybenzylamino)pyrimidine), CN(C)C1=NC=CC=C1 (dimethylaminopyridine), O (water), OCC1=NC=CC=N1 (2-hydroxymethylpyrimidine), 1-(3-dimethylaminopropyl)-3-ethylcarbodiimido hydrochloride. Run in CN(C=O)C (dimethylformamide). Reaction conditions: time 2 hour. Product: N1=C(N=CC=C1)COC(=O)C1=NC=CC(=N1)NCC1=CC(=C(C=C1)OC)Cl (2-pyrimidinylmethoxycarbonyl-4-(3-chloro-4-methoxybenzylamino)pyrimidine). As a reaction SMILES: N1C=CC=CC=1CO[C:9]1[N:14]=[C:13]([NH:15][CH2:16][C:17]2[CH:22]=[CH:21][C:20]([O:23][CH3:24])=[C:19]([Cl:25])[CH:18]=2)[C:12](C(O)=O)=[CH:11][N:10]=1.[OH:29][CH2:30]C1N=CC=CN=1.C[N:38]([C:40]1[CH:45]=[CH:44][CH:43]=[CH:42][N:41]=1)C.[OH2:46]>CN(C)C=O>[N:41]1[CH:42]=[CH:43][CH:44]=[N:38][C:40]=1[CH2:45][O:46][C:30]([C:9]1[N:14]=[C:13]([NH:15][CH2:16][C:17]2[CH:22]=[CH:21][C:20]([O:23][CH3:24])=[C:19]([Cl:25])[CH:18]=2)[CH:12]=[CH:11][N:10]=1)=[O:29]. Reported procedure: A mixture of 2-(2-pyridylmethoxy)-5-carboxy-4-(3-chloro-4-methoxybenzylamino)pyrimidine (prepared in Example 68-(3)) 100 mg, 2-hydroxymethylpyrimidine 30 mg, 1-(3-dimethylaminopropyl)-3-ethylcarbodiimido hydrochloride 53 mg and dimethylaminopyridine 33 mg in dimethylformamide 3 ml is stirred at room temperature for 2 hours. The reaction mixture is poured into water and extracted with ethyl acetate. The organic layer is washed with brine, dried over anhydrous sodium sulfate and concentrated in va... Reactants: CCOC(=O)c1cnc2c(c1O)C(=O)CCC2, CCO, Cl, NO. The product is CCOC(=O)c1cnc2c(c1O)C(=NO)CCC2. As a reaction SMILES: [CH2:1]([CH3:2])[O:3][C:4](=[O:5])[c:6]1[cH:7][n:8][c:9]2[c:14]([c:15]1[OH:16])[C:13](=[O:17])[CH2:12][CH2:11][CH2:10]2.[CH2:21]([OH:22])[CH3:23].[ClH:18].[NH2:19][OH:20]>>[CH2:1]([CH3:2])[O:3][C:4](=[O:5])[c:6]1[cH:7][n:8][c:9]2[c:14]([c:15]1[OH:16])[C:13](=[N:19][OH:20])[CH2:12][CH2:11][CH2:10]2. Starting materials: CC(=O)[O-], COC(=O)Nc1nc2c(OC)cccc2o1, CC(=O)O, ClI, [Na+]. The product is COC(=O)Nc1nc2c(OC)ccc(I)c2o1. As a reaction SMILES: [CH3:18][C:19](=[O:20])[O-:21].[CH3:1][O:2][C:3]([NH:4][c:5]1[o:6][c:7]2[c:8]([n:9]1)[c:10]([O:14][CH3:15])[cH:11][cH:12][cH:13]2)=[O:16].[CH3:24][C:25](=[O:26])[OH:27].[I:22][Cl:23].[Na+:17]>>[CH3:1][O:2][C:3]([NH:4][c:5]1[o:6][c:7]2[c:8]([n:9]1)[c:10]([O:14][CH3:15])[cH:11][cH:12][c:13]2[I:22])=[O:16]. Starting materials: hydrochloride salt, ClC1=CC2=C(CC3(CN(CC4=CC=CC=C34)C(CC)=O)O2)C=C1 (6-chloro-2'-propionylspiro[benzofuran-2(3H),4'(2'H)-isoquinoline]), [H-].[Al+3].[Li+].[H-].[H-].[H-] (lithium aluminum hydride). Solvent: O1CCCC1 (tetrahydrofuran), O1CCCC1 (tetrahydrofuran), CCOCC (ether). The product is Cl.ClC1=CC2=C(CC3(CN(CC4=CC=CC=C34)CCC)O2)C=C1 (6-Chloro-2'-propylspiro[benzofuran-2(3H),4'(2'H)-isoquinoline] hydrochloride). RXN SMILES: [H-].[Al+3].[Li+].[H-].[H-].[H-].[Cl:7][C:8]1[CH:29]=[CH:28][C:11]2[CH2:12][C:13]3([O:27][C:10]=2[CH:9]=1)[C:22]1[C:17](=[CH:18][CH:19]=[CH:20][CH:21]=1)[CH2:16][N:15]([C:23](=O)[CH2:24][CH3:25])[CH2:14]3>O1CCCC1.CCOCC>[ClH:7].[Cl:7][C:8]1[CH:29]=[CH:28][C:11]2[CH2:12][C:13]3([O:27][C:10]=2[CH:9]=1)[C:22]1[C:17](=[CH:18][CH:19]=[CH:20][CH:21]=1)[CH2:16][N:15]([CH2:23][CH2:24][CH3:25])[CH2:14]3 |f:0.1.2.3.4.5,9.10|. Procedure details: To a refluxing suspension of lithium aluminum hydride (1.4 g) in tetrahydrofuran (100 ml) is slowly dropped 6-chloro-2'-propionylspiro[benzofuran-2(3H),4'(2'H)-isoquinoline] (6.1 g) in tetrahydrofuran (50 ml). The reaction mixture is heated under reflux for four hours, cooled and quenched by the dropwise addition of saturated ammonium chloride solution (100 ml). The mixture is filtered, diluted with ether, washed with water (2X), saturated sodium chloride solution and dried over anhydrous magnes... The reactants are C=1C=CC2=C(C1)N=NN2O (HOBT), C(C)(C)N(CC)C(C)C (IPEA), COC=1C=C(C=CC1N1C=NC(=C1)C)/C=C/C(=O)O ((E)-3-[3-methoxy-4-(4-methyl-1H-imidazol-1-yl)phenyl]acrylic acid), Cl.NCC#N (aminoacetonitrile hydrochloride). Run in O (water), C(C)(=O)OCC (Ethyl acetate), CN(C)C=O (DMF), C(CCl)Cl (EDC). Reaction conditions: time 5 hour. Yields the product C(#N)CNC(\C=C\C1=CC(=C(C=C1)N1C=NC(=C1)C)OC)=O ((E)-N-cyanomethyl-3-[3-methoxy-4-(4-methyl-1H-imidazol-1-yl)phenyl]acrylamide). Yield: 54.0%. Reaction SMILES: C1C=C[C:4]2[N:9](O)N=[N:7][C:5]=2C=1.C(N(C(C)C)CC)(C)C.[CH3:20][O:21][C:22]1[CH:23]=[C:24](/[CH:34]=[CH:35]/[C:36]([OH:38])=O)[CH:25]=[CH:26][C:27]=1[N:28]1[CH:32]=[C:31]([CH3:33])[N:30]=[CH:29]1.Cl.NCC#N>CN(C=O)C.O.C(OCC)(=O)C.C(Cl)CCl>[C:5]([CH2:4][NH:9][C:36](=[O:38])/[CH:35]=[CH:34]/[C:24]1[CH:25]=[CH:26][C:27]([N:28]2[CH:32]=[C:31]([CH3:33])[N:30]=[CH:29]2)=[C:22]([O:21][CH3:20])[CH:23]=1)#[N:7] |f:3.4|. Procedure: EDC (4.48 g), HOBT (3.14 g) and IPEA (6.76 mL) were sequentially added to a solution of (E)-3-[3-methoxy-4-(4-methyl-1H-imidazol-1-yl)phenyl]acrylic acid (2 g) and aminoacetonitrile hydrochloride (1.08 g) in DMF (25 mL), and the reaction solution was stirred at room temperature for five hours. Ethyl acetate and water were added to the reaction solution, and the organic layer was separated. The resulting organic layer was washed with brine and then dried over anhydrous sodium sulfate and filtered... Starting materials: CC(=O)NC1=C(C(=C(C(=C1I)NC(=O)C)I)C(=O)[O-])I.[Na+] (sodium diatrizoate), BrCCCCC(=O)OCC (ethyl 5-bromovalerate), O (water). Run in CN(C)C=O (DMF). Conditions: time 12 hour. Product: C(C)(=O)NC=1C(=C(C(=O)OCCCCC(=O)OCC)C(=C(C1I)NC(C)=O)I)I (5-Ethoxy-5-oxopentyl 3,5-bis(acetylamino)-2,4,6-triiodobenzoate). The yield is 97.3%. Reaction SMILES: [CH3:1][C:2]([NH:4][C:5]1[C:10]([I:11])=[C:9]([NH:12][C:13]([CH3:15])=[O:14])[C:8]([I:16])=[C:7]([C:17]([O-:19])=[O:18])[C:6]=1[I:20])=[O:3].[Na+].Br[CH2:23][CH2:24][CH2:25][CH2:26][C:27]([O:29][CH2:30][CH3:31])=[O:28].O>CN(C=O)C>[C:13]([NH:12][C:9]1[C:8]([I:16])=[C:7]([C:6]([I:20])=[C:5]([NH:4][C:2](=[O:3])[CH3:1])[C:10]=1[I:11])[C:17]([O:19][CH2:23][CH2:24][CH2:25][CH2:26][C:27]([O:29][CH2:30][CH3:31])=[O:28])=[O:18])(=[O:14])[CH3:15] |f:0.1|. Reported procedure: To a stirred solution of sodium diatrizoate (59.0 g, 92.8 mmol) in 350 ml of dry DMF was added ethyl 5-bromovalerate (14.7 ml, 92.8 mmol) in two portions and the resulting solution was stirred at ambient temperature for 12 hr. The reaction mixture was poured into 3.5 1 of water and the resulting white precipitate was collected, washed with ether and then air dried. The crude product was dissolved in acetonitrile-ethanol (5:2), filtered through a pad of silica gel and the filtrate was evaporated ... Starting materials: O (water), BrC1=C(C=C(C=C1)O)N1C(N(C(NC1=O)=O)C)=O (1-(2-bromo-5-hydroxyphenyl)-3-methyl-s-triazine-2,4,6-(1H, 3H, 5H)-trione), ClC1=NC=C(C=C1Cl)C(F)(F)F (2,3-dichloro-5-trifluoromethylpyridine), C([O-])([O-])=O.[K+].[K+] (potassium carbonate). The solvent is CN(C=O)C (N,N-dimethylformamide). Reaction conditions: temperature 80 celsius, time 18 hour. The product is BrC1=C(C=C(C=C1)OC1=NC=C(C=C1Cl)C(F)(F)F)N1C(N(C(NC1=O)=O)C)=O (1-{2-Bromo-5-[3-chloro-5-(trifluoromethyl)-2-pyridyloxy]phenyl}-3-methyl-s-triazine-2,4,6 (1H, 3H, 5H)-trione). Reaction SMILES: [Br:1][C:2]1[CH:7]=[CH:6][C:5]([OH:8])=[CH:4][C:3]=1[N:9]1[C:14](=[O:15])[NH:13][C:12](=[O:16])[N:11]([CH3:17])[C:10]1=[O:18].Cl[C:20]1[C:25]([Cl:26])=[CH:24][C:23]([C:27]([F:30])([F:29])[F:28])=[CH:22][N:21]=1.C(=O)([O-])[O-].[K+].[K+].O>CN(C)C=O>[Br:1][C:2]1[CH:7]=[CH:6][C:5]([O:8][C:20]2[C:25]([Cl:26])=[CH:24][C:23]([C:27]([F:30])([F:28])[F:29])=[CH:22][N:21]=2)=[CH:4][C:3]=1[N:9]1[C:14](=[O:15])[NH:13][C:12](=[O:16])[N:11]([CH3:17])[C:10]1=[O:18] |f:2.3.4|. Procedure: A mixture of 1-(2-bromo-5-hydroxyphenyl)-3-methyl-s-triazine-2,4,6-(1H, 3H, 5H)-trione (5.29 g, 0.0168 mol), 2,3-dichloro-5-trifluoromethylpyridine (5.44 g, 0.025 mol) and potassium carbonate (3.45 g, 0.025 mol) in N,N-dimethylformamide is stirred at 80° C. for 18 hours, cooled to room temperature and poured into water. The aqueous mixture is extracted with ethyl acetate. The organic extracts are combined, washed with brine, dried over anhydrous magnesium sulfate and concentrated in vacuo to obt...